Dataset: the Open Reaction Database (ORD), a public repository of structured organic reaction records. Task: describe an organic reaction: reactants, conditions, products, and yield Reaction conditions: temperature 80 celsius, time 40 minute. Reaction SMILES: C(OC([N:8]1[C:14]2[CH:15]=[CH:16][C:17]([C:19]3[CH:24]=[CH:23][C:22]([O:25][CH2:26][CH3:27])=[CH:21][CH:20]=3)=[CH:18][C:13]=2[CH:12]=[C:11]([C:28]([O:30][CH3:31])=[O:29])[CH2:10][CH2:9]1)=O)(C)(C)C.Cl.[OH-].[Na+]>C(OCC)(=O)C>[CH2:26]([O:25][C:22]1[CH:21]=[CH:20][C:19]([C:17]2[CH:16]=[CH:15][C:14]3[NH:8][CH2:9][CH2:10][C:11]([C:28]([O:30][CH3:31])=[O:29])=[CH:12][C:13]=3[CH:18]=2)=[CH:24][CH:23]=1)[CH3:27] |f:2.3|. The product is C(C)OC1=CC=C(C=C1)C=1C=CC2=C(C=C(CCN2)C(=O)OC)C1 (methyl 7-(4-ethoxyphenyl)-2,3-dihydro-1H-1-benzazepine-4-carboxylate). Reported procedure: In ethyl acetate (50 ml) was dissolved methyl 1-(t-butoxycarbonyl)-7-(4-ethoxyphenyl)-2,3-dihydro-1H-1-benzazepine-4-carboxylate (1.1 g). To the solution was added 6N hydrochloric acid (10 ml) and the mixture was stirred at 80° C. for 40 minutes, neutralized with 1N sodium hydroxide solution and extracted with ethyl acetate. The organic layer was washed with water and saturated brine and dried with anhydrous magnesium sulfate, and the solvent was evaporated to give methyl 7-(4-ethoxyphenyl)-2,3-... Reactants: C(C)(C)(C)OC(=O)N1CCC(=CC2=C1C=CC(=C2)C2=CC=C(C=C2)OCC)C(=O)OC (methyl 1-(t-butoxycarbonyl)-7-(4-ethoxyphenyl)-2,3-dihydro-1H-1-benzazepine-4-carboxylate), Cl (hydrochloric acid), [OH-].[Na+] (sodium hydroxide). The yield is 92.9%. Run in C(C)(=O)OCC (ethyl acetate). Reactants: CSc1sc(C(=O)O)c2c1-c1oc(C)nc1CC2, CN(C)C=O, O=C(Cl)C(=O)Cl, C1CCOC1. The product is CSc1sc(C(N)=O)c2c1-c1oc(C)nc1CC2. RXN SMILES: [CH3:1][c:2]1[o:3][c:4]2[c:5]([n:6]1)[CH2:7][CH2:8][c:9]1[c:10]-2[c:11]([S:17][CH3:18])[s:12][c:13]1[C:14](=[O:15])[OH:16].[CH3:25][N:26]([CH3:27])[CH:28]=[O:29].[Cl:19][C:20]([C:21]([Cl:22])=[O:23])=[O:24].[O:30]1[CH2:31][CH2:32][CH2:33][CH2:34]1>>[CH3:1][c:2]1[o:3][c:4]2[c:5]([n:6]1)[CH2:7][CH2:8][c:9]1[c:10]-2[c:11]([S:17][CH3:18])[s:12][c:13]1[C:14](=[O:15])[NH2:26]. Starting materials: CCOC(=O)CC(NC(=O)NCCCc1ccc2c(n1)NCCC2)c1cccc(F)c1, CCO, [Na+], [OH-]. The product is O=C(O)CC(NC(=O)NCCCc1ccc2c(n1)NCCC2)c1cccc(F)c1. Reaction SMILES: [CH2:1]([CH3:2])[O:3][C:4]([CH2:5][CH:6]([NH:7][C:8](=[O:9])[NH:10][CH2:11][CH2:12][CH2:13][c:14]1[n:15][c:16]2[c:21]([cH:22][cH:23]1)[CH2:20][CH2:19][CH2:18][NH:17]2)[c:24]1[cH:25][c:26]([F:30])[cH:27][cH:28][cH:29]1)=[O:31].[CH3:34][CH2:35][OH:36].[Na+:33].[OH-:32]>>[O:3]=[C:4]([CH2:5][CH:6]([NH:7][C:8](=[O:9])[NH:10][CH2:11][CH2:12][CH2:13][c:14]1[n:15][c:16]2[c:21]([cH:22][cH:23]1)[CH2:20][CH2:19][CH2:18][NH:17]2)[c:24]1[cH:25][c:26]([F:30])[cH:27][cH:28][cH:29]1)[OH:31]. The reactants are Cl (hydrochloric acid), C1(=CC=CC=C1)S(=O)(=O)N1C2=CC=CC=C2C=2CCN(CC12)CC(O)C1CCC2(OCCO2)CC1 (2-(9-Benzenesulfonyl-1,3,4,9-tetrahydro-β-carbolin-2-yl)-1-(1,4-dioxaspiro[4.5]dec-8-yl)ethanol), [OH-].[Na+] (sodium hydroxide). Run in O1CCCC1 (tetrahydrofuran). Run at time 16 hour. Product: C1(=CC=CC=C1)S(=O)(=O)N1C2=CC=CC=C2C=2CCN(CC12)CC(O)C1CCC(CC1)=O (4-[2-(9-Benzenesulfonyl-1,3,4,9-tetrahydro-β-carbolin-2-yl)-1-hydroxyethyl]cyclohexanone). Reaction SMILES: Cl.[C:2]1([S:8]([N:11]2[C:23]3[CH2:22][N:21]([CH2:24][CH:25]([CH:27]4[CH2:36][CH2:35][C:30]5(OCC[O:31]5)[CH2:29][CH2:28]4)[OH:26])[CH2:20][CH2:19][C:18]=3[C:17]3[C:12]2=[CH:13][CH:14]=[CH:15][CH:16]=3)(=[O:10])=[O:9])[CH:7]=[CH:6][CH:5]=[CH:4][CH:3]=1.[OH-].[Na+]>O1CCCC1>[C:2]1([S:8]([N:11]2[C:23]3[CH2:22][N:21]([CH2:24][CH:25]([CH:27]4[CH2:28][CH2:29][C:30](=[O:31])[CH2:35][CH2:36]4)[OH:26])[CH2:20][CH2:19][C:18]=3[C:17]3[C:12]2=[CH:13][CH:14]=[CH:15][CH:16]=3)(=[O:10])=[O:9])[CH:3]=[CH:4][CH:5]=[CH:6][CH:7]=1 |f:2.3|. Procedure details: 2 M hydrochloric acid (30 ml) was added to a solution of the product from stage 4 (748 mg, 1.50 mmol) in tetrahydrofuran (30 ml) and the mixture was stirred at room temperature for 16 h. The mixture was rendered alkaline with 4 M sodium hydroxide solution and extracted with ethyl acetate (3×35 ml). The combined organic phases were dried with sodium sulfate and concentrated i. vac. Starting materials: NC=1C=C(C(=O)OC)C=CC1NC1=CC=C(C=C1)F (Methyl 3-amino-4-((4-fluorophenyl)amino)benzoate), C(OC)(OC)OC (trimethyl orthoformate), O (Water). Run in CN(C)C=O (DMF). Yields the product FC1=CC=C(C=C1)N1C=NC2=C1C=CC(=C2)C(=O)OC (Methyl 1-(4-fluorophenyl)-1H-benzo[d]imidazole-5-carboxylate). As a reaction SMILES: [NH2:1][C:2]1[CH:3]=[C:4]([CH:9]=[CH:10][C:11]=1[NH:12][C:13]1[CH:18]=[CH:17][C:16]([F:19])=[CH:15][CH:14]=1)[C:5]([O:7][CH3:8])=[O:6].[CH:20](OC)(OC)OC.O>CN(C=O)C>[F:19][C:16]1[CH:17]=[CH:18][C:13]([N:12]2[C:11]3[CH:10]=[CH:9][C:4]([C:5]([O:7][CH3:8])=[O:6])=[CH:3][C:2]=3[N:1]=[CH:20]2)=[CH:14][CH:15]=1. Procedure details: A mixture of 60d (0.18 g, 0.693 mmol) and trimethyl orthoformate (0.7 mL, 6.39 mmol) in DMF (2 mL) was refluxed for 5 h and then cooled to room temperature. Water was added to the mixture. The resulting solid was filtered, washed, with water, and dried. The crude product 60e was used in the next reaction without purification. MS m/z (M+H+) 271.1. Starting materials: C1(=CC=CC=C1)C (toluene), NC1=CC=CC=C1 (aniline), IC1=C(C=CC=C1)C (iodotoluene), C([O-])(O)=O.[K+] (potassium bicarbonate), C(C)#N (acetonitrile). The reagents and catalysts are [Cu]Cl (copper (I) chloride). Reaction conditions: temperature 160 celsius. Yields the product C1(=CC=C(C=C1)N(C1=CC=C(C=C1)C)C=CC1=CC=CC=C1)C (di(p-tolyl)amino styrene). Yield: 80.0%. Reaction SMILES: N[C:2]1[CH:7]=[CH:6][CH:5]=[CH:4][CH:3]=1.I[C:9]1[CH:14]=[CH:13][CH:12]=[CH:11][C:10]=1[CH3:15].C(=O)(O)[O-].[K+].[C:21]1([CH3:27])[CH:26]=[CH:25][CH:24]=[CH:23][CH:22]=1.[C:28](#[N:30])[CH3:29]>[Cu]Cl>[C:10]1([CH3:15])[CH:11]=[CH:12][C:13]([N:30]([CH:28]=[CH:29][C:2]2[CH:7]=[CH:6][CH:5]=[CH:4][CH:3]=2)[C:24]2[CH:25]=[CH:26][C:21]([CH3:27])=[CH:22][CH:23]=2)=[CH:14][CH:9]=1 |f:2.3|. Procedure: A 2-liter 3-necked round bottom flask equipped with a mechanical stirrer, reflux condenser and thermometer is charged with 139.7 g (1.5 mol) of aniline, 727.2 g (3.3 mol) of iodotoluene, 255.0 g (2.6 mol) of potassium bicarbonate and 0.6 g of copper (I) chloride. The reaction mixture is quickly heated to 160° C. and maintained at 160-180° C. for seven days, after which it is cooled to 110° C. and 350 ml of toluene is added. The insoluble salts therein are filtered off and the filtrate is washed ... The reactants are N[C@@H](CC1=CNC2=CC=CC=C12)C(=O)O (L-tryptophan), Cl (HCl), C(C)O (ethanol). Yields the product Cl.C(C)OC([C@@H](N)CC1=CNC2=CC=CC=C12)=O (L-Tryptophan ethyl ester hydrochloride). Reaction SMILES: [NH2:1][C@H:2]([C:13]([OH:15])=[O:14])[CH2:3][C:4]1[C:12]2[C:7](=[CH:8][CH:9]=[CH:10][CH:11]=2)[NH:6][CH:5]=1.[ClH:16].[CH2:17](O)[CH3:18]>>[ClH:16].[CH2:17]([O:14][C:13](=[O:15])[C@H:2]([CH2:3][C:4]1[C:12]2[C:7](=[CH:8][CH:9]=[CH:10][CH:11]=2)[NH:6][CH:5]=1)[NH2:1])[CH3:18] |f:3.4|. Procedure details: A mixture of L-tryptophan (14.3 g, 0.07 mol) in 200 ml of ethanol containing ~7 g of anhydrous HCl was refluxed for 5 hours. The mixture was cooled and the solid which separated was recrystallized from ethanol/ether. Yield 17.4 g (92.5%), m.p. 226°-228° C. The product has the formula: ##STR1491## The product may also be named ethyl L-2-amino-3-indolepropionate. Isolated yield 17.8%. Product: C(#N)C1=CC=C(CNC=2C=NC=CC2C(=O)O)C=C1 (3-[(4-cyanobenzyl)amino]pyridine-4-carboxylic acid). Reaction conditions: temperature 166 celsius, time 90 minute. Reactants: FC1=C(C(=O)O)C=CN=C1 (3-Fluoroisonicotinic acid), Cl.NCC1=CC=C(C#N)C=C1 (4-(aminomethyl)-benzonitrile hydrochloride), CCN(C(C)C)C(C)C (DIEA). Solvent: CC(=O)N(C)C (DMA). Reported procedure: 3-Fluoroisonicotinic acid (100 mg, 0.71 mmol), 4-(aminomethyl)-benzonitrile hydrochloride (240 mg, 1.42 mmol), and DIEA (250 μL, 1.42 mmol) were combined in DMA (2 mL) and the reaction mixture was stirred at 166° C. in a microwave for 90 min. The solution was concentrated in vacuo and purified by silica gel chromatography (10-20% MeOH/DCM). The semi-pure fractions were concentrated and then taken up in water to give a pale yellow precipitate, which was collected by filtration and dried under vac... As a reaction SMILES: F[C:2]1[CH:10]=[N:9][CH:8]=[CH:7][C:3]=1[C:4]([OH:6])=[O:5].Cl.[NH2:12][CH2:13][C:14]1[CH:21]=[CH:20][C:17]([C:18]#[N:19])=[CH:16][CH:15]=1.CCN(C(C)C)C(C)C>CC(N(C)C)=O>[C:13]([C:14]1[CH:21]=[CH:20][C:17]([CH2:18][NH:19][C:2]2[CH:10]=[N:9][CH:8]=[CH:7][C:3]=2[C:4]([OH:6])=[O:5])=[CH:16][CH:15]=1)#[N:12] |f:1.2|.